From a dataset of the Open Reaction Database (ORD), a public repository of structured organic reaction records. describe an organic reaction: reactants, conditions, products, and yield Starting materials: COC(C1=CC(=C(C=C1)N)NCCN1CCCC1)=O (4-Amino-3-(2-pyrrolidin-1-yl-ethylamino)-benzoic acid methyl ester), C(C)OC(OCC)OCC (triethylorthoformate). Yields the product COC(=O)C1=CC2=C(N=CN2CCN2CCCC2)C=C1 (3-(2-Pyrrolidin-1-yl-ethyl)-3H-benzoimidazole-5-carboxylic acid methyl ester). RXN SMILES: [CH3:1][O:2][C:3](=[O:19])[C:4]1[CH:9]=[CH:8][C:7]([NH2:10])=[C:6]([NH:11][CH2:12][CH2:13][N:14]2[CH2:18][CH2:17][CH2:16][CH2:15]2)[CH:5]=1.[CH2:20](OC(OCC)OCC)C>>[CH3:1][O:2][C:3]([C:4]1[CH:9]=[CH:8][C:7]2[N:10]=[CH:20][N:11]([CH2:12][CH2:13][N:14]3[CH2:18][CH2:17][CH2:16][CH2:15]3)[C:6]=2[CH:5]=1)=[O:19]. Reported procedure: 4-Amino-3-(2-pyrrolidin-1-yl-ethylamino)-benzoic acid methyl ester (xii) (1.14 g, 4.33 mmol) and triethylorthoformate (20 mL, 120 mmol) were heated at 120° C. for 18 h before being evaporated to dryness. The residue was taken in EtOAc and aqueous saturated NaHCO3. The aqueous layer was extracted 2 times with EtOAc. The combined organic layers were washed with brine, dried over Na2SO4, filtered and evaporated to dryness to afford the title compound as a brown oil (tR 1.83 min (conditions 8), MH+=... As a reaction SMILES: [CH3:1][N:2]1[C:6]([C:7](=[O:14])[C:8]2[CH:13]=[CH:12][CH:11]=[CH:10][CH:9]=2)=[CH:5][C:4]([C:15]([O:17]C)=[O:16])=[CH:3]1.[OH-].[Na+]>C(O)C>[CH3:1][N:2]1[C:6]([C:7](=[O:14])[C:8]2[CH:13]=[CH:12][CH:11]=[CH:10][CH:9]=2)=[CH:5][C:4]([C:15]([OH:17])=[O:16])=[CH:3]1 |f:1.2|. Reported procedure: The entire batch of methyl 1-methyl-5-benzoylpyrrole-3-carboxylate from Example 84 was combined with 200 ml. of ethanol and 100 ml. of 1 N sodium hydroxide and refluxed for 2 hours. The ethanol was boiled away, the aqueous residue was cooled to room temperature, extracted with 25 ml. of ether and acidified with conc. hydrochloric acid to yield crystalline product (4 g., m.p. 210°-212° C.). A portion (1.5 g.) was recrystallized from acetone to yield purified 1-methyl-5-benzoylpyrrole-3-carboxylic... Reactants: CN1C=C(C=C1C(C1=CC=CC=C1)=O)C(=O)OC (methyl 1-methyl-5-benzoylpyrrole-3-carboxylate), [OH-].[Na+] (sodium hydroxide). Run in C(C)O (ethanol), C(C)O (ethanol). The product is CN1C=C(C=C1C(C1=CC=CC=C1)=O)C(=O)O (1-Methyl-5-benzoylpyrrole-3-carboxylic Acid). Product: NCCc1cn(C(c2ccccc2)(c2ccccc2)c2ccccc2)c(F)n1. Reaction SMILES: [BH4-:31].[Co:39]([Cl:40])[Cl:41].[F:1][c:2]1[n:3]([C:12]([c:13]2[cH:14][cH:15][cH:16][cH:17][cH:18]2)([c:19]2[cH:20][cH:21][cH:22][cH:23][cH:24]2)[c:25]2[cH:26][cH:27][cH:28][cH:29][cH:30]2)[cH:4][c:5]([CH2:7][CH2:8][N+:9]([O-:10])=[O:11])[n:6]1.[Na+:32].[OH2:33].[OH2:34].[OH2:35].[OH2:36].[OH2:37].[OH2:38]>>[F:1][c:2]1[n:3]([C:12]([c:13]2[cH:14][cH:15][cH:16][cH:17][cH:18]2)([c:19]2[cH:20][cH:21][cH:22][cH:23][cH:24]2)[c:25]2[cH:26][cH:27][cH:28][cH:29][cH:30]2)[cH:4][c:5]([CH2:7][CH2:8][NH2:9])[n:6]1. Starting materials: [BH4-], Cl[Co]Cl, O=[N+]([O-])CCc1cn(C(c2ccccc2)(c2ccccc2)c2ccccc2)c(F)n1, [Na+], O, O, O, O, O, O. The reactants are C1COC2(C(CCCC2)=O)O1 (cyclohexanedione monoethyleneketal), Cl (hydrochloric acid), Grignard reagent, FC=1C=C(C=CC1OC(F)(F)F)Br (3-fluoro-4-trifluoromethoxy bromobenzene), [Mg] (magnesium). The solvent is C1CCOC1 (THF), C1CCOC1 (THF). Reaction conditions: time 3 hour. Yields the product FC=1C=C(C=CC1OC(F)(F)F)C1CCC(CC1)=O (4-(3-fluoro-4-trifluoromethoxyphenyl)cyclohexanone). Isolated yield 31.3%. Reaction SMILES: [F:1][C:2]1[CH:3]=[C:4](Br)[CH:5]=[CH:6][C:7]=1[O:8][C:9]([F:12])([F:11])[F:10].[Mg].C1O[C:18]2([CH2:23][CH2:22][CH2:21][CH2:20][C:19]2=O)[O:17]C1.Cl>C1COCC1>[F:1][C:2]1[CH:3]=[C:4]([CH:21]2[CH2:22][CH2:23][C:18](=[O:17])[CH2:19][CH2:20]2)[CH:5]=[CH:6][C:7]=1[O:8][C:9]([F:12])([F:11])[F:10]. Reported procedure: To Grignard reagent prepared from 3-fluoro-4-trifluoromethoxy bromobenzene 70.0 g (270 mmol) and magnesium in dried THF 300 ml at room temperature, a THF (200 ml) solution of cyclohexanedione monoethyleneketal 42.1 g (270 mmol) was added dropwise at room temperature, and the mixture was stirred for 3 hours at room temperature. The reactant was added to one liter of 6N-hydrochloric acid, and the product was extracted with diethylether. The extract was washed with water, a saturated sodium bicarbo... Yields the product Cc1sc(CCc2ccc(C=CCO)cc2)nc1-c1ccccc1. Reaction SMILES: [CH2:29]([Al+:30][CH2:31][CH:32]([CH3:33])[CH3:34])[CH:35]([CH3:36])[CH3:37].[CH3:1][c:2]1[c:3](-[c:22]2[cH:23][cH:24][cH:25][cH:26][cH:27]2)[n:4][c:5]([CH2:7][CH2:8][c:9]2[cH:10][cH:11][c:12]([CH:13]=[CH:14][C:15](=[O:16])[O:17][CH2:18][CH3:19])[cH:20][cH:21]2)[s:6]1.[H-:28]>>[CH3:1][c:2]1[c:3](-[c:22]2[cH:23][cH:24][cH:25][cH:26][cH:27]2)[n:4][c:5]([CH2:7][CH2:8][c:9]2[cH:10][cH:11][c:12]([CH:13]=[CH:14][CH2:15][OH:16])[cH:20][cH:21]2)[s:6]1. Reactants: CC(C)C[Al+]CC(C)C, CCOC(=O)C=Cc1ccc(CCc2nc(-c3ccccc3)c(C)s2)cc1, [H-].